Dataset: the Open Reaction Database (ORD), a public repository of structured organic reaction records. Task: describe an organic reaction: reactants, conditions, products, and yield Reactants: CN(C)C=O, COc1ccc(-c2nc(CCl)no2)cc1, [N-]=[N+]=[N-], [Na+], O, c1ccc(P(c2ccccc2)c2ccccc2)cc1. Yields the product COc1ccc(-c2nc(CN)no2)cc1. Reaction SMILES: [CH3:40][N:41]([CH3:42])[CH:43]=[O:44].[Cl:1][CH2:2][c:3]1[n:4][o:5][c:6](-[c:8]2[cH:9][cH:10][c:11]([O:14][CH3:15])[cH:12][cH:13]2)[n:7]1.[N-:17]=[N+:18]=[N-:19].[Na+:16].[OH2:20].[c:21]1([P:22]([c:23]2[cH:24][cH:25][cH:26][cH:27][cH:28]2)[c:29]2[cH:30][cH:31][cH:32][cH:33][cH:34]2)[cH:35][cH:36][cH:37][cH:38][cH:39]1>>[CH2:2]([c:3]1[n:4][o:5][c:6](-[c:8]2[cH:9][cH:10][c:11]([O:14][CH3:15])[cH:12][cH:13]2)[n:7]1)[NH2:17]. Starting materials: NC=1C=C(C(=O)O)C=C(C1OC1=CC=CC=C1)S(N)(=O)=O (3-amino-4-phenoxy-5-sulphamyl-benzoic acid), C(C)I (ethyl iodide), C(C)O (ethanol). Yields the product C(C)NC=1C=C(C(=O)OCC)C=C(C1OC1=CC=CC=C1)S(N)(=O)=O (ethyl 3-ethylamino-4-phenoxy-5-sulphamyl-benzoate). RXN SMILES: [NH2:1][C:2]1[CH:3]=[C:4]([CH:8]=[C:9]([S:18](=[O:21])(=[O:20])[NH2:19])[C:10]=1[O:11][C:12]1[CH:17]=[CH:16][CH:15]=[CH:14][CH:13]=1)[C:5]([OH:7])=[O:6].[CH2:22](I)[CH3:23].[CH2:25](O)[CH3:26]>>[CH2:25]([NH:1][C:2]1[CH:3]=[C:4]([CH:8]=[C:9]([S:18](=[O:21])(=[O:20])[NH2:19])[C:10]=1[O:11][C:12]1[CH:17]=[CH:16][CH:15]=[CH:14][CH:13]=1)[C:5]([O:7][CH2:22][CH3:23])=[O:6])[CH3:26]. Procedure: A mixture of 3-amino-4-phenoxy-5-sulphamyl-benzoic acid (3.08 g), ethyl iodide (20 ml), and ethanol (20 ml) was refluxed for 6 days. After cooling, the reaction mixture was evaported to dryness, and the residue was washed with a little ethanol followed by diethyl ether. The ethyl 3-ethylamino-4-phenoxy-5-sulphamyl-benzoate obtained was dissolved in 1N sodium hydroxide (35 ml) and heated on a steam bath for 30 minutes. After cooling, the reaction mixture was adjusted to pH 2.5 by addition of 4N h... Starting materials: ClC1=NC(=CC(=C1)CO)Cl (2,6-dichloro-4-pyridinemethanol), O (water), N1=CC=CC=C1 (pyridine), S(=O)(Cl)Cl (thionyl chloride). Run in C1(=CC=CC=C1)C (toluene), C(C)OCC (diethyl ether). Reaction conditions: temperature 110 celsius, time 3 hour. Yields the product ClC1=NC(=CC(=C1)CCl)Cl (2,6-dichloro-4-chloromethylpyridine). Reaction SMILES: [Cl:1][C:2]1[CH:7]=[C:6]([CH2:8]O)[CH:5]=[C:4]([Cl:10])[N:3]=1.N1C=CC=CC=1.S(Cl)([Cl:19])=O.O>C1(C)C=CC=CC=1.C(OCC)C>[Cl:1][C:2]1[CH:7]=[C:6]([CH2:8][Cl:19])[CH:5]=[C:4]([Cl:10])[N:3]=1. Procedure details: 5.0 g of 2,6-dichloro-4-pyridinemethanol and 2.5 ml of pyridine were suspended in 10 ml of toluene, and the suspension was cooled in a salt-ice bath. To this, 2.7 ml of thionyl chloride were added dropwise for 1 hour, and subsequently the reacted solution was stirred at 110° C. for 3 hours. After cooling, water was added to the solution, and extraction was conducted using diethyl ether. The organic phase was washed with water, and was dried by adding sodium sulfate. The solvent was removed by ev... As a reaction SMILES: [CH:20]([CH3:21])([CH3:22])[N:23]1[CH2:24][CH2:25][N:26]([C:29](=[O:30])[c:31]2[cH:32][cH:33][c:34]([C:36](=[O:37])[NH:38][NH2:39])[s:35]2)[CH2:27][CH2:28]1.[F:1][C:2]([c:3]1[cH:4][cH:5][c:6](-[c:9]2[s:10][cH:11][c:12]([C:15](=[O:16])[CH3:17])[c:13]2[OH:14])[cH:7][cH:8]1)([F:18])[F:19]>>[F:1][C:2]([c:3]1[cH:4][cH:5][c:6](-[c:9]2[s:10][cH:11][c:12]([C:15]([CH3:17])=[N:39][NH:38][C:36]([c:34]3[cH:33][cH:32][c:31]([C:29]([N:26]4[CH2:25][CH2:24][N:23]([CH:20]([CH3:21])[CH3:22])[CH2:28][CH2:27]4)=[O:30])[s:35]3)=[O:37])[c:13]2[OH:14])[cH:7][cH:8]1)([F:18])[F:19]. The product is CC(=NNC(=O)c1ccc(C(=O)N2CCN(C(C)C)CC2)s1)c1csc(-c2ccc(C(F)(F)F)cc2)c1O. The reactants are CC(C)N1CCN(C(=O)c2ccc(C(=O)NN)s2)CC1, CC(=O)c1csc(-c2ccc(C(F)(F)F)cc2)c1O. RXN SMILES: [CH3:1][C:2]1[CH:7]=[CH:6][C:5]([C:8]2[O:9][C:10]([CH3:13])=[N:11][N:12]=2)=[CH:4][C:3]=1[C:14]1[CH:19]=[CH:18][C:17]([C:20](O)=[O:21])=[CH:16][CH:15]=1.[NH2:23][C:24]1[CH:25]=[CH:26][C:27]([CH3:33])=[C:28]([CH:32]=1)[C:29]([NH2:31])=[O:30]>>[NH2:31][C:29]([C:28]1[CH:32]=[C:24]([NH:23][C:20]([C:17]2[CH:18]=[CH:19][C:14]([C:3]3[CH:4]=[C:5]([C:8]4[O:9][C:10]([CH3:13])=[N:11][N:12]=4)[CH:6]=[CH:7][C:2]=3[CH3:1])=[CH:15][CH:16]=2)=[O:21])[CH:25]=[CH:26][C:27]=1[CH3:33])=[O:30]. Starting materials: CC1=C(C=C(C=C1)C=1OC(=NN1)C)C1=CC=C(C=C1)C(=O)O (2′-methyl-5′-(5-methyl-1,3,4-oxadiazol-2-yl)-1,1′-biphenyl-4-carboxylic acid), NC=1C=CC(=C(C(=O)N)C1)C (5-amino-2-methylbenzamide). Yields the product NC(=O)C=1C=C(C=CC1C)NC(=O)C1=CC=C(C=C1)C1=C(C=CC(=C1)C=1OC(=NN1)C)C (N-(3-Aminocarbonyl-4-methylphenyl)-2′-methyl-5′-(5-methyl-1,3,4-oxadiazol-2-yl)-1,1′-biphenyl-4-carboxamide). Reported procedure: N-(3-Aminocarbonyl-4-methylphenyl)-2′-methyl-5′-(5-methyl-1,3,4-oxadiazol-2-yl)-1,1′-biphenyl-4-carboxamide was prepared from 2′-methyl-5′-(5-methyl-1,3,4-oxadiazol-2-yl)-1,1′-biphenyl-4-carboxylic acid and 5-amino-2-methylbenzamide using method I. LCMS; retention time 3.00 min, MH+ 427. The reactants are CCOC(=O)CBr, CCOc1cc(C(C)(C)C)ncc1C1=NC(C)(c2ccc(Cl)cc2)C(C)(c2ccc(Cl)cc2)N1C(=O)NC1CCNCC1. The product is CCOC(=O)CN1CCC(NC(=O)N2C(c3cnc(C(C)(C)C)cc3OCC)=NC(C)(c3ccc(Cl)cc3)C2(C)c2ccc(Cl)cc2)CC1. As a reaction SMILES: [Br:44][CH2:45][C:46](=[O:47])[O:48][CH2:49][CH3:50].[NH:1]1[CH2:2][CH2:3][CH:4]([NH:7][C:8](=[O:9])[N:10]2[C:11]([c:31]3[cH:32][n:33][c:34]([C:40]([CH3:41])([CH3:42])[CH3:43])[cH:35][c:36]3[O:37][CH2:38][CH3:39])=[N:12][C:13]([CH3:23])([c:24]3[cH:25][cH:26][c:27]([Cl:30])[cH:28][cH:29]3)[C:14]2([CH3:15])[c:16]2[cH:17][cH:18][c:19]([Cl:22])[cH:20][cH:21]2)[CH2:5][CH2:6]1>>[N:1]1([CH2:45][C:46](=[O:47])[O:48][CH2:49][CH3:50])[CH2:2][CH2:3][CH:4]([NH:7][C:8](=[O:9])[N:10]2[C:11]([c:31]3[cH:32][n:33][c:34]([C:40]([CH3:41])([CH3:42])[CH3:43])[cH:35][c:36]3[O:37][CH2:38][CH3:39])=[N:12][C:13]([CH3:23])([c:24]3[cH:25][cH:26][c:27]([Cl:30])[cH:28][cH:29]3)[C:14]2([CH3:15])[c:16]2[cH:17][cH:18][c:19]([Cl:22])[cH:20][cH:21]2)[CH2:5][CH2:6]1. Starting materials: C1(CC1)CC1=NNC(C2=CC(=CC=C12)OC)=O (4-cyclopropylmethyl-7-methoxy-2H-phthalazin-1-one), P(=O)(Cl)(Cl)Cl (phosphoryl chloride). The product is ClC1=NN=C(C2=CC=C(C=C12)OC)CC1CC1 (1-Chloro-4-cyclopropylmethyl-7-methoxyphthalazine). RXN SMILES: [CH:1]1([CH2:4][C:5]2[C:14]3[C:9](=[CH:10][C:11]([O:15][CH3:16])=[CH:12][CH:13]=3)[C:8](=O)[NH:7][N:6]=2)[CH2:3][CH2:2]1.P(Cl)(Cl)([Cl:20])=O>>[Cl:20][C:8]1[C:9]2[C:14](=[CH:13][CH:12]=[C:11]([O:15][CH3:16])[CH:10]=2)[C:5]([CH2:4][CH:1]2[CH2:3][CH2:2]2)=[N:6][N:7]=1. Reported procedure: This compound is obtained according to the procedure described in 1.3. by reacting 4-cyclopropylmethyl-7-methoxy-2H-phthalazin-1-one with phosphoryl chloride. The reactants are C=1N=CN2C1C=CC=C2 (imidazo[1,5-a]pyridine), C([O-])(O)=O.[Na+] (sodium bicarbonate), II (iodine). Run in CCO (EtOH), O (water). Conditions: time 8 hour. Product: IC=1N=CN2C1C=CC=C2 (1-iodo-imidazo[1,5-a]pyridine). Isolated yield 62.9%. Reaction SMILES: [CH:1]1[N:2]=[CH:3][N:4]2[CH:9]=[CH:8][CH:7]=[CH:6][C:5]=12.C(=O)(O)[O-].[Na+].[I:15]I>CCO.O>[I:15][C:1]1[N:2]=[CH:3][N:4]2[CH:9]=[CH:8][CH:7]=[CH:6][C:5]=12 |f:1.2|. Procedure details: To a solution of imidazo[1,5-a]pyridine (0.50 g, 4.23 mmol) in EtOH (8 mL) and water (4 mL) was added sodium bicarbonate (1.07 g, 12.7 mmol) followed by iodine (1.61 g, 6.35 mmol). The dark maroon-brown heterogeneous reaction mixture was stirred at room temperature overnight then quenched with aqueous 10% Na2S2O3, diluted with water and extracted with EtOAc (3×). The combined organics were washed with water, dried over MgSO4 and concentrated. The residue was purified by silica gel chromatography... The reactants are CCOC(C)=O, CCCCc1nc2ccccc2n1Cc1ccc(-c2ccccc2C(=O)O)cc1, ClCCl, [Cl-], [Na+], O=S(Cl)Cl, NS(=O)(=O)c1ccccc1. The product is CCCCc1nc2ccccc2n1Cc1ccc(-c2ccccc2C(=O)NS(=O)(=O)c2ccccc2)cc1. As a reaction SMILES: [C:49]([O:50][CH2:51][CH3:52])(=[O:53])[CH3:54].[CH2:1]([CH2:2][CH2:3][CH3:4])[c:5]1[n:6][c:7]2[c:8]([n:9]1[CH2:10][c:11]1[cH:12][cH:13][c:14](-[c:17]3[c:18]([C:23](=[O:24])[OH:25])[cH:19][cH:20][cH:21][cH:22]3)[cH:15][cH:16]1)[cH:26][cH:27][cH:28][cH:29]2.[CH2:44]([Cl:45])[Cl:46].[Cl-:47].[Na+:48].[S:30]([Cl:31])([Cl:32])=[O:33].[c:34]1([S:40](=[O:41])(=[O:42])[NH2:43])[cH:35][cH:36][cH:37][cH:38][cH:39]1>>[CH2:1]([CH2:2][CH2:3][CH3:4])[c:5]1[n:6][c:7]2[c:8]([n:9]1[CH2:10][c:11]1[cH:12][cH:13][c:14](-[c:17]3[c:18]([C:23](=[O:24])[NH:43][S:40]([c:34]4[cH:35][cH:36][cH:37][cH:38][cH:39]4)(=[O:41])=[O:42])[cH:19][cH:20][cH:21][cH:22]3)[cH:15][cH:16]1)[cH:26][cH:27][cH:28][cH:29]2. Starting materials: Br, CCCN1CCC=C(c2cccc(OC)c2)C1, [NH4+], [OH-], O, c1cc[nH+]cc1. The product is CCCN1CCC=C(c2cccc(O)c2)C1. RXN SMILES: [BrH:18].[CH3:1][O:2][c:3]1[cH:4][c:5]([C:9]2=[CH:14][CH2:13][CH2:12][N:11]([CH2:15][CH2:16][CH3:17])[CH2:10]2)[cH:6][cH:7][cH:8]1.[NH4+:25].[OH-:26].[OH2:27].[nH+:19]1[cH:20][cH:21][cH:22][cH:23][cH:24]1>>[OH:2][c:3]1[cH:4][c:5]([C:9]2=[CH:14][CH2:13][CH2:12][N:11]([CH2:15][CH2:16][CH3:17])[CH2:10]2)[cH:6][cH:7][cH:8]1.